This data is from the Open Reaction Database (ORD), a public repository of structured organic reaction records. The task is: describe an organic reaction: reactants, conditions, products, and yield Starting materials: O=C(O)Cc1ccc(C(F)(F)F)cc1, Cc1ccc(Oc2ccc(N)cc2)cc1. Reagents/catalysts: CN(C)[P+](N(C)C)(N(C)C)ON1C2=CC=CC=C2N=N1.F[P-](F)(F)(F)(F)F (BOP), CCN(C(C)C)C(C)C (DIPEA). Run in CN(C)C=O (DMF), CN(C)C=O (DMF), CN(C)C=O (DMF), CN(C)C=O (DMF), CN(C)C=O (DMF), CN(C)C=O (DMF). Conditions: temperature 25 celsius, time 2 hour. Product: Cc1ccc(Oc2ccc(NC(=O)Cc3ccc(C(F)(F)F)cc3)cc2)cc1. Isolated yield 44.3%. As a reaction SMILES: Cc1ccc(Oc2ccc(N)cc2)cc1.O=C(O)Cc1ccc(C(F)(F)F)cc1.CN(C)[P+](N(C)C)(N(C)C)ON1C2=CC=CC=C2N=N1.F[P-](F)(F)(F)(F)F.CCN(C(C)C)C(C)C.CN(C)C=O>>Cc1ccc(Oc2ccc(NC(=O)Cc3ccc(C(F)(F)F)cc3)cc2)cc1. Starting materials: B(C1CCCCC1)C1CCCCC1 (Cy2BH), FC1=CC=C(C=O)C=C1 (p-fluorobenzaldehyde), CC(C#C)(C)C (3,3-dimethyl-1-butyne), [Zn](CC)CC (Et2Zn). Yields the product FC1=CC=C(C=C1)[C@H](C=CC(C)(C)C)O ((S)-1-(4-Fluoro-phenyl)-4,4-dimethyl-pent-2-en-1-ol). The yield is 82.0%. RXN SMILES: B(C1CCCCC1)C1CCCCC1.[CH3:14][C:15]([CH3:19])([CH3:18])[C:16]#[CH:17].[Zn](CC)CC.[F:25][C:26]1[CH:33]=[CH:32][C:29]([CH:30]=[O:31])=[CH:28][CH:27]=1>>[F:25][C:26]1[CH:33]=[CH:32][C:29]([C@@H:30]([OH:31])[CH:17]=[CH:16][C:15]([CH3:19])([CH3:18])[CH3:14])=[CH:28][CH:27]=1. Procedure: The product was prepared by General procedure S using 98 mg (0.55 mmol) Cy2BH, 68 μL (0.55 mmol) 3,3-dimethyl-1-butyne, 0.55 mL (1.1 mmol, 2.0 M in hexanes) Et2Zn, 4.8 mg (0.02 mmol) (−)-MIB, and 54 μL (0.50 mmol) p-fluorobenzaldehyde. The crude product was purified by column chromatography (5% ethyl acetate in hexanes) to afford the title compound as a white solid in 82% yield (85 mg, 0.41 mmol). m.p.: 38-40° C.; [α]D20=+21.3 (c=1.2, CHCl3, 93% ee); 1H NMR (CDCl3, 500 MHz): δ 1.01 (s, 9H), 1.84... Reactants: O=[N+]([O-])c1ccccc1-c1nc2cccc(C3OCCO3)c2[nH]1, C1CCOC1, CI, [H-], [Na+], O. As a reaction SMILES: [CH2:1]1[CH2:2][O:3][CH:4]([c:5]2[cH:6][cH:7][cH:8][c:9]3[n:10][c:11](-[c:14]4[c:15]([N+:20](=[O:21])[O-:22])[cH:16][cH:17][cH:18][cH:19]4)[nH:12][c:13]23)[O:23]1.[CH2:29]1[O:30][CH2:31][CH2:32][CH2:33]1.[CH3:26][I:27].[H-:25].[Na+:24].[OH2:28]>>[CH2:1]1[CH2:2][O:3][CH:4]([c:5]2[cH:6][cH:7][cH:8][c:9]3[n:10]([CH3:26])[c:11](-[c:14]4[c:15]([N+:20](=[O:21])[O-:22])[cH:16][cH:17][cH:18][cH:19]4)[n:12][c:13]23)[O:23]1. Yields the product Cn1c(-c2ccccc2[N+](=O)[O-])nc2c(C3OCCO3)cccc21. Starting materials: [Cl-].[NH4+] (ammonium chloride), [H-].[Na+] (NaH), BrCCCBr (1,3-dibromopropane), BrC1=CC(=C(C=C1)CC#N)F ((4-Bromo-2-fluoro-phenyl)-acetonitrile). Run in C(Cl)Cl (CH2Cl2), CS(=O)C (DMSO), C(C)OCC (diethyl ether). Reaction conditions: time 2 hour. Product: BrC1=CC(=C(C=C1)C1(CCC1)C#N)F (1-(4-Bromo-2-fluoro-phenyl)-cyclobutanecarbonitrile). Reaction SMILES: [H-].[Na+].Br[CH2:4][CH2:5][CH2:6]Br.[Br:8][C:9]1[CH:14]=[CH:13][C:12]([CH2:15][C:16]#[N:17])=[C:11]([F:18])[CH:10]=1.[Cl-].[NH4+]>CS(C)=O.C(OCC)C.C(Cl)Cl>[Br:8][C:9]1[CH:14]=[CH:13][C:12]([C:15]2([C:16]#[N:17])[CH2:6][CH2:5][CH2:4]2)=[C:11]([F:18])[CH:10]=1 |f:0.1,4.5|. Procedure: To a slurry of NaH (1.64 g, 60% suspension in mineral oil, 41.1 mmol) in DMSO (19 mL) stirred at room temperature, was added a solution of 1,3-dibromopropane (2.1 mL, 20.6 mmol) and (4-Bromo-2-fluoro-phenyl)-acetonitrile (4.0 g, 18.7 mmol) in diethyl ether (10 mL) slowly keeping the temprature of the reaction between 25 degrees Celsius and 35 degrees Celsius. Stir for two hours after the addition is complete, and pour into saturated ammonium chloride (150 mL). Add 100 ml of CH2Cl2 and separate t... Starting materials: C(C)(C)(C)OC(=O)N1CCC(CC1)OS(=O)(=O)C (4-methanesulfonyloxypiperidine-1-carboxylic acid tert-butyl ester), NC1=NC=C(C2=CC=C(C=C12)C)O (1-amino-7-methylisoquinolin4-ol), C(C)(C)(C)OC(=O)N1CCC(CC1)OS(=O)(=O)C (4-methanesulfonyloxypiperidine-1-carboxylic acid tert-butyl ester), C(=O)([O-])[O-].[K+].[K+] (K2CO3), C(C)(=O)O (acetic acid). Solvent: O (water), CN(C=O)C (N, N-dimethylformamide), CN(C=O)C (N, N-dimethylformamide), CO (methanol). Yields the product C(C)(C)(C)OC(=O)N1CCC(CC1)OC=1C=C2C=CN=C(C2=CC1C)N (4-(1-amino-7-methylisoquinolin-6-yloxy)piperidine-1-carboxylic acid tert-butyl ester). Yield: 38.1%. Reaction SMILES: [NH2:1][C:2]1[C:11]2[C:6](=[CH:7][CH:8]=[C:9]([CH3:12])[CH:10]=2)[C:5](O)=[CH:4][N:3]=1.[C:14]([O:18][C:19]([N:21]1[CH2:26][CH2:25][CH:24]([O:27]S(C)(=O)=O)[CH2:23][CH2:22]1)=[O:20])([CH3:17])([CH3:16])[CH3:15].C([O-])([O-])=O.[K+].[K+].C(O)(=O)C>CN(C)C=O.O.CO>[C:14]([O:18][C:19]([N:21]1[CH2:26][CH2:25][CH:24]([O:27][C:8]2[CH:7]=[C:6]3[C:11](=[CH:10][C:9]=2[CH3:12])[C:2]([NH2:1])=[N:3][CH:4]=[CH:5]3)[CH2:23][CH2:22]1)=[O:20])([CH3:17])([CH3:15])[CH3:16] |f:2.3.4|. Procedure: A suspension of 1-amino-7-methylisoquinolin4-ol (430 mg, 2.4 mmol), 4-methanesulfonyloxypiperidine-1-carboxylic acid tert-butyl ester (1.0 g) and K2CO3 (510 mg, 3.7 mmol) in anhydrous N, N-dimethylformamide (8 ml) were microwaved at 100° C. for 10 minutes. A further equivalent of 4-methanesulfonyloxypiperidine-1-carboxylic acid tert-butyl ester in N, N-dimethylformamide (4 ml) was added and the mixture microwaved at 100° C. for a further 10 minutes. The mixture was diluted with water, acidified ... The reactants are O=C([O-])[O-], CCOC(C)=O, CO, O=[N+]([O-])c1cnc2c(c1)cc(C(F)F)n2S(=O)(=O)c1ccccc1, [K+], [K+], O. The product is O=[N+]([O-])c1cnc2[nH]c(C(F)F)cc2c1. Reaction SMILES: [C:1](=[O:2])([O-:3])[O-:4].[CH3:31][CH2:32][O:33][C:34](=[O:35])[CH3:36].[CH3:37][OH:38].[F:7][CH:8]([c:9]1[cH:10][c:11]2[c:12]([n:13][cH:14][c:15]([N+:17](=[O:18])[O-:19])[cH:16]2)[n:20]1[S:21]([c:22]1[cH:23][cH:24][cH:25][cH:26][cH:27]1)(=[O:28])=[O:29])[F:30].[K+:5].[K+:6].[OH2:39]>>[F:7][CH:8]([c:9]1[cH:10][c:11]2[c:12]([n:13][cH:14][c:15]([N+:17](=[O:18])[O-:19])[cH:16]2)[nH:20]1)[F:30]. Starting materials: CS(C)=O, OCC1CCCN1, Clc1nc(-n2cnc3ccccc32)c2nc[nH]c2n1. Product: OCC1CCCN1c1nc(-n2cnc3ccccc32)c2nc[nH]c2n1. Reaction SMILES: [CH3:27][S:28]([CH3:29])=[O:30].[NH:20]1[CH:21]([CH2:25][OH:26])[CH2:22][CH2:23][CH2:24]1.[n:1]1(-[c:10]2[c:11]3[n:12][cH:13][nH:14][c:15]3[n:16][c:17]([Cl:19])[n:18]2)[cH:2][n:3][c:4]2[c:5]1[cH:6][cH:7][cH:8][cH:9]2>>[n:1]1(-[c:10]2[c:11]3[n:12][cH:13][nH:14][c:15]3[n:16][c:17]([N:20]3[CH:21]([CH2:25][OH:26])[CH2:22][CH2:23][CH2:24]3)[n:18]2)[cH:2][n:3][c:4]2[c:5]1[cH:6][cH:7][cH:8][cH:9]2. The reactants are NC1CCN2CCC3=C(C2C1)C=C(C(=C3)OC)OC (2-amino-1,3,4,6,7,11b-hexahydro-9,10-dimethoxy-2H-benzo[a]quinolizine), [OH-].[Na+] (NaOH), ClC1=CC=C(C(=O)Cl)C=C1 (4-chlorobenzoyl chloride). Run in C1(=CC=CC=C1)C (toluene). The product is Cl.ClC1=CC=C(C(=O)NC2CCN3CCC4=C(C3C2)C=C(C(=C4)OC)OC)C=C1 (2-(4-Chlorobenzoylamino)-1,3,4,6,7,11b-hexahydro-9,10-dimethoxy-2H-benzo[a]quinolizine hydrochloride). Isolated yield 64.0%. Reaction SMILES: [NH2:1][CH:2]1[CH2:11][CH:10]2[N:5]([CH2:6][CH2:7][C:8]3[CH:15]=[C:14]([O:16][CH3:17])[C:13]([O:18][CH3:19])=[CH:12][C:9]=32)[CH2:4][CH2:3]1.[OH-].[Na+].[Cl:22][C:23]1[CH:31]=[CH:30][C:26]([C:27](Cl)=[O:28])=[CH:25][CH:24]=1>C1(C)C=CC=CC=1>[ClH:22].[Cl:22][C:23]1[CH:31]=[CH:30][C:26]([C:27]([NH:1][CH:2]2[CH2:11][CH:10]3[N:5]([CH2:6][CH2:7][C:8]4[CH:15]=[C:14]([O:16][CH3:17])[C:13]([O:18][CH3:19])=[CH:12][C:9]=43)[CH2:4][CH2:3]2)=[O:28])=[CH:25][CH:24]=1 |f:1.2,5.6|. Reported procedure: A mixture of 2-amino-1,3,4,6,7,11b-hexahydro-9,10-dimethoxy-2H-benzo[a]quinolizine (8 g, 0.03 mole), 200 ml of toluene and 80 ml of 20% NaOH was cooled to 10° in an ice bath at which point 4-chlorobenzoyl chloride (5.5 g, 0.03 mole) was added dropwise with stirring. The mixture was stirred in the cold for 1 hour whereupon the solid was collected by filtration and chromatographed over silica gel using ethyl acetate-methanol-chloroform (3:1:1) as eluant. The major fraction (6.2 g) was converted to... Starting materials: CCOC(=O)c1c(C)nc2cccc(OCC(N)C(C)C)c2c1N, O=C(O)c1ccc2c(c1)OCCO2. Product: CCOC(=O)c1c(C)nc2cccc(OCC(NC(=O)c3ccc4c(c3)OCCO4)C(C)C)c2c1N. Reaction SMILES: [NH2:1][c:2]1[c:3]([C:20](=[O:21])[O:22][CH2:23][CH3:24])[c:4]([CH3:19])[n:5][c:6]2[cH:7][cH:8][cH:9][c:10]([O:12][CH2:13][CH:14]([CH:15]([CH3:16])[CH3:17])[NH2:18])[c:11]12.[O:25]1[c:26]2[c:27]([cH:31][c:32]([C:35](=[O:36])[OH:37])[cH:33][cH:34]2)[O:28][CH2:29][CH2:30]1>>[NH2:1][c:2]1[c:3]([C:20](=[O:21])[O:22][CH2:23][CH3:24])[c:4]([CH3:19])[n:5][c:6]2[cH:7][cH:8][cH:9][c:10]([O:12][CH2:13][CH:14]([CH:15]([CH3:16])[CH3:17])[NH:18][C:35]([c:32]3[cH:31][c:27]4[c:26]([cH:34][cH:33]3)[O:25][CH2:30][CH2:29][O:28]4)=[O:36])[c:11]12.